From a dataset of the Open Reaction Database (ORD), a public repository of structured organic reaction records. describe an organic reaction: reactants, conditions, products, and yield As a reaction SMILES: [CH:57]([Cl:58])([Cl:59])[Cl:60].[Cl:12][CH:13]([C:14](=[O:15])[O:16][C:17]([CH3:18])([CH3:19])[CH3:20])[N:21]1[C:22](=[O:56])[CH:23]([NH:36][C:37]([c:38]2[cH:39][cH:40][cH:41][cH:42][cH:43]2)([c:44]2[cH:45][cH:46][cH:47][cH:48][cH:49]2)[c:50]2[cH:51][cH:52][cH:53][cH:54][cH:55]2)[CH:24]1[S:25][CH2:26][C:27]#[C:28][CH2:29][c:30]1[cH:31][cH:32][cH:33][cH:34][cH:35]1.[Cl:1][c:2]1[cH:3][cH:4][cH:5][c:6]([C:7]([O:8][OH:10])=[O:9])[cH:11]1>>[O:9]=[S:25]([CH:24]1[N:21]([CH:13]([Cl:12])[C:14](=[O:15])[O:16][C:17]([CH3:18])([CH3:19])[CH3:20])[C:22](=[O:56])[CH:23]1[NH:36][C:37]([c:38]1[cH:39][cH:40][cH:41][cH:42][cH:43]1)([c:44]1[cH:45][cH:46][cH:47][cH:48][cH:49]1)[c:50]1[cH:51][cH:52][cH:53][cH:54][cH:55]1)[CH2:26][C:27]#[C:28][CH2:29][c:30]1[cH:31][cH:32][cH:33][cH:34][cH:35]1. Product: CC(C)(C)OC(=O)C(Cl)N1C(=O)C(NC(c2ccccc2)(c2ccccc2)c2ccccc2)C1S(=O)CC#CCc1ccccc1. Reactants: ClC(Cl)Cl, CC(C)(C)OC(=O)C(Cl)N1C(=O)C(NC(c2ccccc2)(c2ccccc2)c2ccccc2)C1SCC#CCc1ccccc1, O=C(OO)c1cccc(Cl)c1. Starting materials: COCc1ccccc1Cc1ccc(N2CC(=O)NS2(=O)=O)c(OCc2ccccc2)c1, CCO. Yields the product COCc1ccccc1Cc1ccc(N2CC(=O)NS2(=O)=O)c(O)c1. RXN SMILES: [CH2:1]([c:2]1[cH:3][cH:4][cH:5][cH:6][cH:7]1)[O:8][c:9]1[c:10]([N:25]2[CH2:26][C:27](=[O:32])[NH:28][S:29]2(=[O:30])=[O:31])[cH:11][cH:12][c:13]([CH2:15][c:16]2[c:17]([CH2:22][O:23][CH3:24])[cH:18][cH:19][cH:20][cH:21]2)[cH:14]1.[CH3:33][CH2:34][OH:35]>>[OH:8][c:9]1[c:10]([N:25]2[CH2:26][C:27](=[O:32])[NH:28][S:29]2(=[O:30])=[O:31])[cH:11][cH:12][c:13]([CH2:15][c:16]2[c:17]([CH2:22][O:23][CH3:24])[cH:18][cH:19][cH:20][cH:21]2)[cH:14]1.